The task is: describe an organic reaction: reactants, conditions, products, and yield. This data is from the Open Reaction Database (ORD), a public repository of structured organic reaction records. The reactants are O=C1CCC(=O)N1Br, C1=C(c2nc(-c3ccccc3)c(-c3ccccc3)o2)CCCC1, CS(C)=O, O. Reaction SMILES: [Br:1][N:2]1[C:3](=[O:4])[CH2:5][CH2:6][C:7]1=[O:8].[C:9]1([c:15]2[o:16][c:17](-[c:26]3[cH:27][cH:28][cH:29][cH:30][cH:31]3)[c:18](-[c:20]3[cH:21][cH:22][cH:23][cH:24][cH:25]3)[n:19]2)=[CH:10][CH2:11][CH2:12][CH2:13][CH2:14]1.[CH3:33][S:34](=[O:35])[CH3:36].[OH2:32]>>[Br:1][CH:10]1[C:9]([c:15]2[o:16][c:17](-[c:26]3[cH:27][cH:28][cH:29][cH:30][cH:31]3)[c:18](-[c:20]3[cH:21][cH:22][cH:23][cH:24][cH:25]3)[n:19]2)([OH:32])[CH2:14][CH2:13][CH2:12][CH2:11]1. Product: OC1(c2nc(-c3ccccc3)c(-c3ccccc3)o2)CCCCC1Br.